From a dataset of the Open Reaction Database (ORD), a public repository of structured organic reaction records. describe an organic reaction: reactants, conditions, products, and yield Reactants: C(C)(C)(C)C#C (t-butyl acetylene), TEA, C=1C=CC(=CC1)P(C=2C=CC=CC2)C3=CC=C4C=CC=CC4=C3C5=C6C=CC=CC6=CC=C5P(C=7C=CC=CC7)C=8C=CC=CC8 (BINAP), BrC1=CC=C(S1)C(=O)O (5-bromo-thiophene-2-carboxylic acid). The reagents and catalysts are [Cu]I (CuI), C=1C=CC(=CC1)/C=C/C(=O)/C=C/C2=CC=CC=C2.C=1C=CC(=CC1)/C=C/C(=O)/C=C/C2=CC=CC=C2.C=1C=CC(=CC1)/C=C/C(=O)/C=C/C2=CC=CC=C2.[Pd].[Pd] (Pd2dba3). Run in CN(C)C=O (DMF). Reaction conditions: temperature 70 celsius, time 48 hour. Yields the product CC(C#CC1=CC=C(S1)C(=O)O)(C)C (5-(3,3-dimethyl-but-1-ynyl)-thiophene-2-carboxylic acid). Yield: 64.6%. Reaction SMILES: C1C=CC(P(C2C(C3C(P(C4C=CC=CC=4)C4C=CC=CC=4)=CC=C4C=3C=CC=C4)=C3C(C=CC=C3)=CC=2)C2C=CC=CC=2)=CC=1.Br[C:48]1[S:52][C:51]([C:53]([OH:55])=[O:54])=[CH:50][CH:49]=1.[C:56]([C:60]#[CH:61])([CH3:59])([CH3:58])[CH3:57]>[Cu]I.C1C=CC(/C=C/C(/C=C/C2C=CC=CC=2)=O)=CC=1.C1C=CC(/C=C/C(/C=C/C2C=CC=CC=2)=O)=CC=1.C1C=CC(/C=C/C(/C=C/C2C=CC=CC=2)=O)=CC=1.[Pd].[Pd].CN(C=O)C>[CH3:57][C:56]([CH3:59])([CH3:58])[C:60]#[C:61][C:48]1[S:52][C:51]([C:53]([OH:55])=[O:54])=[CH:50][CH:49]=1 |f:4.5.6.7.8|. Procedure: A 350 mL heavy wall round bottom flask was charged with TEA (33.7 mL, 24 mmol, 5.0 equiv), BINAP (3.0 g, 4.83 mmol, 0.1 equiv), 5-bromo-thiophene-2-carboxylic acid (48.3 mmol, 1.0 equiv), CuI (0.184 g, 0.97 mmol, 0.02 equiv), Pd2dba3 (2.2 g, 2.4 mmol, 0.05 equiv) and DMF (40.0 mL). The flask was flushed with N2 and to the mixture was added t-butyl acetylene (15.8 g, 193 mmol, 4.0 equiv). The mixture was sealed and stirred at 70° C. for 48 hours. After cooled at room temperature, the reaction mix... Reactants: C1COCCOCCOCCOCCO1, O=S(=O)(Cl)c1cncc(Cl)c1, CN(Cc1c[nH]c(-c2cccnc2F)c1F)C(=O)OC(C)(C)C, [H-], [Na+], C1CCOC1, O. The product is CN(Cc1cn(S(=O)(=O)c2cncc(Cl)c2)c(-c2cccnc2F)c1F)C(=O)OC(C)(C)C. As a reaction SMILES: [CH2:26]1[O:27][CH2:28][CH2:29][O:30][CH2:31][CH2:32][O:33][CH2:34][CH2:35][O:36][CH2:37][CH2:38][O:39][CH2:40]1.[Cl:41][c:42]1[cH:43][c:44]([S:48](=[O:49])(=[O:50])[Cl:51])[cH:45][n:46][cH:47]1.[F:3][c:4]1[c:5]([CH2:16][N:17]([C:18]([O:19][C:20]([CH3:21])([CH3:22])[CH3:23])=[O:24])[CH3:25])[cH:6][nH:7][c:8]1-[c:9]1[c:10]([F:15])[n:11][cH:12][cH:13][cH:14]1.[H-:1].[Na+:2].[O:52]1[CH2:53][CH2:54][CH2:55][CH2:56]1.[OH2:57]>>[F:3][c:4]1[c:5]([CH2:16][N:17]([C:18]([O:19][C:20]([CH3:21])([CH3:22])[CH3:23])=[O:24])[CH3:25])[cH:6][n:7]([S:48]([c:44]2[cH:43][c:42]([Cl:41])[cH:47][n:46][cH:45]2)(=[O:49])=[O:50])[c:8]1-[c:9]1[c:10]([F:15])[n:11][cH:12][cH:13][cH:14]1. The reactants are C(C)S(=O)(=O)C1=NC2=C(N1C1=CC=C(C=C1)F)C=C(C=C2)C=2C(=NN(C2)C(C2=CC=CC=C2)(C2=CC=CC=C2)C2=CC=CC=C2)C2=CC=C(C=C2)F (2-(ethylsulfonyl)-1-(4-fluorophenyl)-6-[3-(4-fluorophenyl)-1-trityl-1H-4-pyrazolyl]-1H-benzo[d]imidazole), O (water), C(C)(=O)OCC (ethyl acetate), [H-].[Na+] (sodium hydride). Solvent: O1CCCC1 (tetrahydrofuran), CO (methanol). Yields the product FC1=CC=C(C=C1)N1C(=NC2=C1C=C(C=C2)C=2C(=NN(C2)C(C2=CC=CC=C2)(C2=CC=CC=C2)C2=CC=CC=C2)C2=CC=C(C=C2)F)OC (1-(4-fluorophenyl)-6-[3-(4-fluorophenyl)-1-trityl-1H-4-pyrazolyl]-2-methoxy-1H-benzo[d]imidazole). RXN SMILES: C(S([C:6]1[N:10]([C:11]2[CH:16]=[CH:15][C:14]([F:17])=[CH:13][CH:12]=2)[C:9]2[CH:18]=[C:19]([C:22]3[C:23]([C:46]4[CH:51]=[CH:50][C:49]([F:52])=[CH:48][CH:47]=4)=[N:24][N:25]([C:27]([C:40]4[CH:45]=[CH:44][CH:43]=[CH:42][CH:41]=4)([C:34]4[CH:39]=[CH:38][CH:37]=[CH:36][CH:35]=4)[C:28]4[CH:33]=[CH:32][CH:31]=[CH:30][CH:29]=4)[CH:26]=3)[CH:20]=[CH:21][C:8]=2[N:7]=1)(=O)=O)C.[H-].[Na+].O.[C:56](OCC)(=[O:58])C>O1CCCC1.CO>[F:17][C:14]1[CH:15]=[CH:16][C:11]([N:10]2[C:9]3[CH:18]=[C:19]([C:22]4[C:23]([C:46]5[CH:51]=[CH:50][C:49]([F:52])=[CH:48][CH:47]=5)=[N:24][N:25]([C:27]([C:40]5[CH:45]=[CH:44][CH:43]=[CH:42][CH:41]=5)([C:34]5[CH:39]=[CH:38][CH:37]=[CH:36][CH:35]=5)[C:28]5[CH:33]=[CH:32][CH:31]=[CH:30][CH:29]=5)[CH:26]=4)[CH:20]=[CH:21][C:8]=3[N:7]=[C:6]2[O:58][CH3:56])=[CH:12][CH:13]=1 |f:1.2|. Procedure: 50 mg 2-(ethylsulfonyl)-1-(4-fluorophenyl)-6-[3-(4-fluorophenyl)-1-trityl-1H-4-pyrazolyl]-1H-benzo[d]imidazole obtained in Example 138 was dissolved in 0.5 mL tetrahydrofuran and 3 mL methanol, then 28 mg sodium hydride was added thereto, and the mixture was heated for 3 hours under reflux under nitrogen atmosphere. After the reaction mixture was cooled, water and ethyl acetate were added thereto, and the organic layer was washed with brine and dried over sodium sulfate. The solvent was evaporat... The reactants are ClC=1C=CC=C2C(=NNC12)C1=CC=C(C=C1)OC (7-chloro-3-(4-methoxyphenyl)-1H-indazole), [H-].[Na+] (sodium hydride), ICCCCC (1-iodopentane). Product: ClC1=CC=CC2=C(N(N=C12)CCCCC)C1=CC=C(C=C1)OC (7-chloro-3-(4-methoxyphenyl)-2-pentyl-2H-indazole). The yield is 9.1%. Reaction SMILES: [Cl:1][C:2]1[CH:3]=[CH:4][CH:5]=[C:6]2[C:10]=1[NH:9][N:8]=[C:7]2[C:11]1[CH:16]=[CH:15][C:14]([O:17][CH3:18])=[CH:13][CH:12]=1.[H-].[Na+].I[CH2:22][CH2:23][CH2:24][CH2:25][CH3:26]>>[Cl:1][C:2]1[C:10]2[C:6](=[C:7]([C:11]3[CH:16]=[CH:15][C:14]([O:17][CH3:18])=[CH:13][CH:12]=3)[N:8]([CH2:22][CH2:23][CH2:24][CH2:25][CH3:26])[N:9]=2)[CH:5]=[CH:4][CH:3]=1 |f:1.2|. Reported procedure: Prepared according to Method D step B from 7-chloro-3-(4-methoxyphenyl)-1H-indazole (0.129 g, 0.5 mmol), sodium hydride (60% in oil, 0.024 g, 0.6 mmol) and 1-iodopentane (0.130 mL, 1.0 mmol) to give the title compound (0.015 g). Reactants: FC1=CC=C(N)C=C1 (4-fluoroaniline), C(=O)O (formic acid). Product: FC1=CC=C(C=C1)NC=O (N-(4-Fluoro-phenyl)-formamide). Reaction SMILES: [F:1][C:2]1[CH:8]=[CH:7][C:5]([NH2:6])=[CH:4][CH:3]=1.[CH:9](O)=[O:10]>>[F:1][C:2]1[CH:8]=[CH:7][C:5]([NH:6][CH:9]=[O:10])=[CH:4][CH:3]=1. Reported procedure: Was prepared according to Example 2 from 4-fluoroaniline and formic acid. The product is BrC=1C=C(C(=NC1)O)C(F)(F)F (5-Bromo-2-hydroxy-3-(trifluoromethyl)pyridine). RXN SMILES: [OH:1][C:2]1[C:7]([C:8]([F:11])([F:10])[F:9])=[CH:6][CH:5]=[CH:4][N:3]=1.[Br:12]Br>CO>[Br:12][C:5]1[CH:6]=[C:7]([C:8]([F:9])([F:11])[F:10])[C:2]([OH:1])=[N:3][CH:4]=1. Procedure: A solution of 2-hydroxy-3-(trifluoromethyl)pyridine (10.0 g) and bromine (3.08 ml, 9.60 g) in methanol (50 ml) was stirred at 20° C. for 22 h. The solution was concentrated and the residue partitioned between ethyl acetate (400 ml) and water (100 ml). The layers were separated and the organic layer was washed with 5% Na2S2O3aq. (100 ml) and brine (100 ml), dried over sodium sulphate, filtered and concentrated. Purified by Biotage SNAP cartridge KP-Sil column twice (100 g, heptane:ethyl acetate=1... Yield: 94.2%. Starting materials: OC1=NC=CC=C1C(F)(F)F (2-hydroxy-3-(trifluoromethyl)pyridine), BrBr (bromine). Run in CO (methanol). Starting materials: O=C(n1ccnc1)n1ccnc1, CN(c1ccc(C(=O)O)s1)[SH](=O)=O, CN(C)C=O, CN(C)c1ccncc1, NC(=O)N1C(=O)Cc2cc(Cl)ccc21. The product is CN(c1ccc(C(=O)C2C(=O)N(C(N)=O)c3ccc(Cl)cc32)s1)[SH](=O)=O. Reaction SMILES: [C:14]([n:15]1[cH:16][cH:17][n:18][cH:19]1)([n:20]1[cH:21][cH:22][n:23][cH:24]1)=[O:25].[CH3:1][N:2]([SH:3](=[O:4])=[O:5])[c:6]1[cH:7][cH:8][c:9]([C:11](=[O:12])[OH:13])[s:10]1.[CH3:40][N:41]([CH3:42])[CH:43]=[O:44].[CH3:45][N:46]([c:47]1[cH:48][cH:49][n:50][cH:51][cH:52]1)[CH3:53].[Cl:26][c:27]1[cH:28][c:29]2[c:33]([cH:34][cH:35]1)[N:32]([C:36](=[O:37])[NH2:38])[C:31](=[O:39])[CH2:30]2>>[CH3:1][N:2]([SH:3](=[O:4])=[O:5])[c:6]1[cH:7][cH:8][c:9]([C:11](=[O:13])[CH:30]2[c:29]3[cH:28][c:27]([Cl:26])[cH:35][cH:34][c:33]3[N:32]([C:36](=[O:37])[NH2:38])[C:31]2=[O:39])[s:10]1. Starting materials: [N+](=O)([O-])C=1C=NN(C1)CCO (2-(4-nitro-1H-pyrazol-1-yl)ethanol). The reagents and catalysts are O=[Pt]=O (PtO2). Solvent: CCO (EtOH), CCOC(=O)C (EtOAc), CCO (EtOH). Run at time 18 hour. Product: NC=1C=NN(C1)CCO (2-(4-amino-1H-pyrazol-1-yl)ethanol). As a reaction SMILES: [N+:1]([C:4]1[CH:5]=[N:6][N:7]([CH2:9][CH2:10][OH:11])[CH:8]=1)([O-])=O>CCOC(C)=O.CCO.O=[Pt]=O>[NH2:1][C:4]1[CH:5]=[N:6][N:7]([CH2:9][CH2:10][OH:11])[CH:8]=1. Procedure: To a solution of 2-(4-nitro-1H-pyrazol-1-yl)ethanol (9.12 g, 58.07 mmol) in EtOAc (20 mL, degassed) and EtOH (60 mL, degassed), PtO2 (1.13 g, 5.81 mmol) was added and the reaction mixture was stirred at rt under a H2-atmosphere for 18 h. The mixture was diluted with EtOH, filtered over celite and the filter cake was rinsed with EtOH. The filtrate was concentrated to obtain 2-(4-amino-1H-pyrazol-1-yl)ethanol as a red oil, which was used in the next step without further purification. LC-MS conditi... Reactants: C1(=CC=CC=C1)C(CCC)Cl (1-phenylbutylchloride), aqueous solution, [Na] (sodium), SC1=[N+](C=CC=C1)[O-] (2-mercaptopyridine N-oxide), C(C)O (ethanol). Solvent: O (water). Conditions: time 2.5 hour. Yields the product C1(=CC=CC=C1)C(CCC)SC1=[N+](C=CC=C1)[O-] (2-(1-Phenylbutylthio)pyridine N-oxide). Reaction SMILES: [C:1]1([CH:7](Cl)[CH2:8][CH2:9][CH3:10])[CH:6]=[CH:5][CH:4]=[CH:3][CH:2]=1.[Na].[SH:13][C:14]1[CH:19]=[CH:18][CH:17]=[CH:16][N+:15]=1[O-:20].C(O)C>O>[C:1]1([CH:7]([S:13][C:14]2[CH:19]=[CH:18][CH:17]=[CH:16][N+:15]=2[O-:20])[CH2:8][CH2:9][CH3:10])[CH:6]=[CH:5][CH:4]=[CH:3][CH:2]=1 |^1:11|. Reported procedure: A mixture of 16.9 gms (0.1 mol) of 1-phenylbutylchloride, 36 gms of a 40% aqueous solution of the sodium salt of 2-mercaptopyridine N-oxide (0.1 mol) and 50 ml of ethanol was warmed and stirred at 50° to 60° C. for 2.5 hours. The cooled reaction mixture was poured into 500 ml of water with agitation. The precipitated product was filtered, washed with water and dried. After recrystallization from ethanol a yield of 10 gms (45% theory) of white crystals was obtained.